This data is from the Open Reaction Database (ORD), a public repository of structured organic reaction records. The task is: describe an organic reaction: reactants, conditions, products, and yield Reactants: BrCCCCCCC1=C(C(=CC=C1)OC)OC (1-(6-bromohexyl)-2,3-dimethoxybenzene), C(C)OC(C1=CC(=C(C=C1)O)CCC)=O (4-hydroxy-3-propylbenzoic acid ethyl ester), C([O-])([O-])=O.[K+].[K+] (potassium carbonate), [I-].[Na+] (sodium iodide). Run in CC(=O)C (acetone). The product is C(C)OC(C1=CC(=C(C=C1)OCCCCCCC1=C(C(=CC=C1)OC)OC)CCC)=O (4-[6-(2,3-dimethoxyphenyl)hexyloxy]-3-propylbenzoic acid ethyl ester). The yield is 97.2%. Reaction SMILES: Br[CH2:2][CH2:3][CH2:4][CH2:5][CH2:6][CH2:7][C:8]1[CH:13]=[CH:12][CH:11]=[C:10]([O:14][CH3:15])[C:9]=1[O:16][CH3:17].[CH2:18]([O:20][C:21](=[O:32])[C:22]1[CH:27]=[CH:26][C:25]([OH:28])=[C:24]([CH2:29][CH2:30][CH3:31])[CH:23]=1)[CH3:19].C(=O)([O-])[O-].[K+].[K+].[I-].[Na+]>CC(C)=O>[CH2:18]([O:20][C:21](=[O:32])[C:22]1[CH:27]=[CH:26][C:25]([O:28][CH2:2][CH2:3][CH2:4][CH2:5][CH2:6][CH2:7][C:8]2[CH:13]=[CH:12][CH:11]=[C:10]([O:14][CH3:15])[C:9]=2[O:16][CH3:17])=[C:24]([CH2:29][CH2:30][CH3:31])[CH:23]=1)[CH3:19] |f:2.3.4,5.6|. Reported procedure: A mixture of 1.40 g (4.8 mmol) of 1-(6-bromohexyl)-2,3-dimethoxybenzene, 1.00 g (4.8 mmol) of 4-hydroxy-3-propylbenzoic acid ethyl ester, 1.30 g (9.6 mmol) of potassium carbonate and 0.72 g (4.8 mmol) of sodium iodide in 35 mL of acetone was stirred at reflux for 47 hours. Workup and purification as described in Example 16 gave 2.0 g of 4-[6-(2,3-dimethoxyphenyl)hexyloxy]-3-propylbenzoic acid ethyl ester as an oil. The mass spectrum showed the molecular ion at m/e 428. Reactants: O=C1CCCO1, CCCCNC(=O)CCCO, CCCCN, Cc1ccccc1. The product is CCCCNCCCCO. Reaction SMILES: [C:6]1(=[O:7])[O:8][CH2:9][CH2:10][CH2:11]1.[CH2:12]([CH2:13][CH2:14][CH3:15])[NH:16][C:17]([CH2:18][CH2:19][CH2:20][OH:21])=[O:22].[CH2:1]([NH2:2])[CH2:3][CH2:4][CH3:5].[CH3:23][c:24]1[cH:25][cH:26][cH:27][cH:28][cH:29]1>>[CH2:12]([CH2:13][CH2:14][CH3:15])[NH:16][CH2:17][CH2:18][CH2:19][CH2:20][OH:21].